This data is from the Open Reaction Database (ORD), a public repository of structured organic reaction records. The task is: describe an organic reaction: reactants, conditions, products, and yield Starting materials: O=C([O-])[O-], CC(C)I, Oc1cnccc1-c1nc2cc(C(F)(F)F)cnc2o1, [K+], [K+], CN(C)C=O, O. Yields the product CC(C)Oc1cnccc1-c1nc2cc(C(F)(F)F)cnc2o1. RXN SMILES: [C:21](=[O:22])([O-:23])[O-:24].[CH:32]([CH3:33])([CH3:34])[I:35].[F:1][C:2]([c:3]1[cH:4][c:5]2[c:6]([n:7][cH:8]1)[o:9][c:10](-[c:12]1[c:13]([OH:18])[cH:14][n:15][cH:16][cH:17]1)[n:11]2)([F:19])[F:20].[K+:25].[K+:26].[O:27]=[CH:28][N:29]([CH3:30])[CH3:31].[OH2:36]>>[F:1][C:2]([c:3]1[cH:4][c:5]2[c:6]([n:7][cH:8]1)[o:9][c:10](-[c:12]1[c:13]([O:18][CH:32]([CH3:33])[CH3:34])[cH:14][n:15][cH:16][cH:17]1)[n:11]2)([F:19])[F:20]. The reactants are N1C(=NC2=C1C=CC=C2)SCC2=NC=CC(=C2Cl)N(C)CCCl ([2-(1H-benzimidazol-2-ylsulfanylmethyl)-3-chloropyridin-4-yl]-(2-chloroethyl)methyl-amine), [N+](=O)([O-])C1=CN=C2N1N=C(C=C2)S (3-nitroimidazo[1,2-b]pyridazine-6-thiol), C1CCC2=NCCCN2CC1 (DBU). Run in CN(C=O)C (dimethylformamide). The product is N1C(=NC2=C1C=CC=C2)SCC2=NC=CC(=C2Cl)CNCCSC=2C=CC=1N(N2)C(=CN1)[N+](=O)[O-] ([2-(1H-Benzimidazol-2-ylsulfanylmethyl)-3-chloro-pyridin-4-yl]methyl-[2-(3-nitroimidazo[1,2-b]pyridazin-6-ylsulfanyl)ethyl]amine). Isolated yield 66.4%. Reaction SMILES: [NH:1]1[C:5]2[CH:6]=[CH:7][CH:8]=[CH:9][C:4]=2[N:3]=[C:2]1[S:10][CH2:11][C:12]1[C:17]([Cl:18])=[C:16](N(CCCl)C)[CH:15]=[CH:14][N:13]=1.[N+:24]([C:27]1[N:31]2[N:32]=[C:33]([SH:36])[CH:34]=[CH:35][C:30]2=[N:29][CH:28]=1)([O-:26])=[O:25].C1CCN2[C:40](=[N:41][CH2:42]CC2)[CH2:39]C1>CN(C)C=O>[NH:3]1[C:4]2[CH:9]=[CH:8][CH:7]=[CH:6][C:5]=2[N:1]=[C:2]1[S:10][CH2:11][C:12]1[C:17]([Cl:18])=[C:16]([CH2:42][NH:41][CH2:40][CH2:39][S:36][C:33]2[CH:34]=[CH:35][C:30]3[N:31]([C:27]([N+:24]([O-:26])=[O:25])=[CH:28][N:29]=3)[N:32]=2)[CH:15]=[CH:14][N:13]=1. Reported procedure: 0.44 g (1.0 mmol) of [2-(1H-benzimidazol-2-ylsulfanylmethyl)-3-chloropyridin-4-yl]-(2-chloroethyl)methyl-amine, 0.24 g (1.2 mmol) of 3-nitroimidazo[1,2-b]pyridazine-6-thiol and 0.52 ml (3.5 mmol) of DBU are reacted in 10 ml of dimethylformamide by the procedure described in Example 16. After crystallization from diisopropyl ether, 0.35 g (66%) of the title compound is obtained as a pale beige solid. M.p. 184-185° C.